This data is from the Open Reaction Database (ORD), a public repository of structured organic reaction records. The task is: describe an organic reaction: reactants, conditions, products, and yield Starting materials: C(CCl)Cl (EDC), FC=1C=CC(=NC1)NN ((5-fluoro-pyridin-2-yl)-hydrazine), CC(C)(C)OC(=O)N1CC[C@H](C1)C(=O)O ((R)-1-N—BOC-beta proline), C=1C=CC2=C(C1)N=NN2O (HOBt). The solvent is C(Cl)Cl (DCM), O (H2O), O (Water). Conditions: time 4 hour. Yields the product C(C)(C)(C)OC(=O)N1C[C@@H](CC1)C(=O)NNC1=NC=C(C=C1)F ((R)-3-[N′-(5-Fluoro-pyridin-2-yl)-hydrazinocarbonyl]-pyrrolidine-1-carboxylic acid tert-butyl ester). Yield: 91.0%. As a reaction SMILES: [F:1][C:2]1[CH:3]=[CH:4][C:5]([NH:8][NH2:9])=[N:6][CH:7]=1.[CH3:10][C:11]([O:14][C:15]([N:17]1[CH2:21][C@H:20]([C:22](O)=[O:23])[CH2:19][CH2:18]1)=[O:16])([CH3:13])[CH3:12].C1C=CC2N(O)N=NC=2C=1.C(Cl)CCl>C(Cl)Cl.O>[C:11]([O:14][C:15]([N:17]1[CH2:18][CH2:19][C@@H:20]([C:22]([NH:9][NH:8][C:5]2[CH:4]=[CH:3][C:2]([F:1])=[CH:7][N:6]=2)=[O:23])[CH2:21]1)=[O:16])([CH3:13])([CH3:12])[CH3:10]. Procedure details: To a brown solution of (5-fluoro-pyridin-2-yl)-hydrazine (590 mg, 4.64 mmol), (R)-1-N—BOC-beta proline (Manchester Organics, 1.00 g, 4.64 mmol) and HOBt.H2O (71.1 mg, 0.464 mmol) in DCM (20 mL) at RT was added EDC (1.07 g, 5.57 mmol) (CARE: exotherm to ˜35° C.) and the resulting solution stirred at RT for 4 h. Water (20 mL) was added and the mixture shaken. The aqueous was extracted with DCM (20 mL), then the combined organics were passed through a hydrophobic frit and concentrated in vacuo to ˜...